The task is: describe an organic reaction: reactants, conditions, products, and yield. This data is from the Open Reaction Database (ORD), a public repository of structured organic reaction records. The reactants are CC(=O)O, CCOC(C)=O, Cc1c[nH]c(C)c1-c1ccc(C(=O)O)cc1, CN(C)C=O, CCCCCC, ClCCl, [K+], [OH-], O, O=P(Cl)(Cl)Cl. Product: Cc1[nH]c(C=O)c(C)c1-c1ccc(C(=O)O)cc1. As a reaction SMILES: [C:33]([OH:34])(=[O:35])[CH3:36].[C:43]([O:44][CH2:45][CH3:46])(=[O:47])[CH3:48].[CH3:11][c:12]1[nH:13][cH:14][c:15]([CH3:26])[c:16]1-[c:17]1[cH:18][cH:19][c:20]([C:21](=[O:22])[OH:23])[cH:24][cH:25]1.[CH3:1][N:2]([CH:3]=[O:4])[CH3:5].[CH3:37][CH2:38][CH2:39][CH2:40][CH2:41][CH3:42].[Cl:29][CH2:30][Cl:31].[K+:28].[OH-:27].[OH2:32].[P:6]([Cl:7])([Cl:8])([Cl:9])=[O:10]>>[CH:3](=[O:4])[c:14]1[nH:13][c:12]([CH3:11])[c:16](-[c:17]2[cH:18][cH:19][c:20]([C:21](=[O:22])[OH:23])[cH:24][cH:25]2)[c:15]1[CH3:26]. Reactants: NC1=C(C=CC=C1)N1N=C2C(=CN(C=3C=CC=CC23)CC2=CC=C(C=C2)N2N=CC=C2)C1=O (2-(2-Aminophenyl)-5-{[4-(1H-pyrazol-1-yl)phenyl]methyl}-2,5-dihydro-3H-pyrazolo[4,3-c]quinolin-3-one), C(C)(C)N(CC)C(C)C (diisopropylethylamine), CC(CC(=O)Cl)C (3-methylbutanoyl chloride). The solvent is ClCCl (dichloromethane). Run at time 15 minute. Yields the product CC(CC(=O)NC1=C(C=CC=C1)N1N=C2C(=CN(C=3C=CC=CC23)CC2=CC=C(C=C2)N2N=CC=C2)C1=O)C (3-Methyl-N-[2-(3-oxo-5-{[4-(1H-pyrazol-1-yl)phenyl]methyl}-3,5-dihydro-2H-pyrazolo[4,3-c]quinolin-2-yl)phenyl]butanamide). RXN SMILES: [NH2:1][C:2]1[CH:7]=[CH:6][CH:5]=[CH:4][C:3]=1[N:8]1[C:32](=[O:33])[C:11]2=[CH:12][N:13]([CH2:20][C:21]3[CH:26]=[CH:25][C:24]([N:27]4[CH:31]=[CH:30][CH:29]=[N:28]4)=[CH:23][CH:22]=3)[C:14]3[CH:15]=[CH:16][CH:17]=[CH:18][C:19]=3[C:10]2=[N:9]1.C(N(C(C)C)CC)(C)C.[CH3:43][CH:44]([CH3:49])[CH2:45][C:46](Cl)=[O:47]>ClCCl>[CH3:43][CH:44]([CH3:49])[CH2:45][C:46]([NH:1][C:2]1[CH:7]=[CH:6][CH:5]=[CH:4][C:3]=1[N:8]1[C:32](=[O:33])[C:11]2=[CH:12][N:13]([CH2:20][C:21]3[CH:26]=[CH:25][C:24]([N:27]4[CH:31]=[CH:30][CH:29]=[N:28]4)=[CH:23][CH:22]=3)[C:14]3[CH:15]=[CH:16][CH:17]=[CH:18][C:19]=3[C:10]2=[N:9]1)=[O:47]. Reported procedure: 2-(2-Aminophenyl)-5-{[4-(1H-pyrazol-1-yl)phenyl]methyl}-2,5-dihydro-3H-pyrazolo[4,3-c]quinolin-3-one (Example 626, 30 mg, 0.069 mmol) and diisopropylethylamine (30 μL, 0.17 mmol, 2.5 equiv) were combined in dichloromethane (1 mL) and treated with 3-methylbutanoyl chloride (9.2 mg, 0.076 mmol, 1.1 equiv). After 15 minutes at ambient temperature, the mixture was concentrated in vacuo and the residue was purified by preparative reverse phase HPLC (eluting 80:20 to 5:95; water containing 0.1% triflu... Starting materials: CO, COC(=O)Cc1ccc(F)cc1, NN. Reaction SMILES: [CH3:15][OH:16].[CH3:3][O:4][C:5]([CH2:6][c:7]1[cH:8][cH:9][c:10]([F:13])[cH:11][cH:12]1)=[O:14].[NH2:1][NH2:2]>>[NH:1]([NH2:2])[C:5](=[O:4])[CH2:6][c:7]1[cH:8][cH:9][c:10]([F:13])[cH:11][cH:12]1. Yields the product NNC(=O)Cc1ccc(F)cc1. Reactants: Cc1cc([N+](=O)[O-])ccc1F, CC(O)c1c(Cl)ccc(F)c1Cl, [H-], [Na+]. Product: Cc1cc([N+](=O)[O-])ccc1OC(C)c1c(Cl)ccc(F)c1Cl. RXN SMILES: [CH3:15][c:16]1[c:17]([F:25])[cH:18][cH:19][c:20]([N+:22](=[O:23])[O-:24])[cH:21]1.[Cl:3][c:4]1[c:5]([CH:12]([CH3:13])[OH:14])[c:6]([Cl:11])[cH:7][cH:8][c:9]1[F:10].[H-:1].[Na+:2]>>[Cl:3][c:4]1[c:5]([CH:12]([CH3:13])[O:14][c:17]2[c:16]([CH3:15])[cH:21][c:20]([N+:22](=[O:23])[O-:24])[cH:19][cH:18]2)[c:6]([Cl:11])[cH:7][cH:8][c:9]1[F:10]. The reactants are FC(S(=O)(=O)OC1=NC(=NC(=C1)C)N1CC2CN(CC2C1)C(C1=C(C=CC=C1N1N=CC=N1)F)=O)(F)F (2-(5-(2-Fluoro-6-(2H-1,2,3-triazol-2-yl)benzoyl)hexahydro-pyrrolo[3,4-c]pyrrol-2(1H)-yl)-6-methylpyrimidin-4-yl trifluoromethanesulfonate), N1CCOCC1 (morpholine). Reaction conditions: time 14 hour. The product is N (NH3), FC1=C(C(=CC=C1)N1N=CC=N1)C(=O)N1CC2CN(CC2C1)C1=NC(=CC(=N1)C)N1CCOCC1 (2-{[2-Fluoro-6-(2H-1,2,3-triazol-2-yl)phenyl]carbonyl}-5-(4-methyl-6-morpholin-4-ylpyrimidin-2-yl)octahydropyrrolo[3,4-c]pyrrole). The yield is 78.0%. RXN SMILES: FC(F)(F)S(O[C:7]1[CH:12]=[C:11]([CH3:13])[N:10]=[C:9]([N:14]2[CH2:21][CH:20]3[CH:16]([CH2:17][N:18]([C:22](=[O:35])[C:23]4[C:28]([N:29]5[N:33]=[CH:32][CH:31]=[N:30]5)=[CH:27][CH:26]=[CH:25][C:24]=4[F:34])[CH2:19]3)[CH2:15]2)[N:8]=1)(=O)=O.[NH:38]1[CH2:43][CH2:42][O:41][CH2:40][CH2:39]1>>[NH3:8].[F:34][C:24]1[CH:25]=[CH:26][CH:27]=[C:28]([N:29]2[N:33]=[CH:32][CH:31]=[N:30]2)[C:23]=1[C:22]([N:18]1[CH2:17][CH:16]2[CH:20]([CH2:21][N:14]([C:9]3[N:10]=[C:11]([CH3:13])[CH:12]=[C:7]([N:38]4[CH2:43][CH2:42][O:41][CH2:40][CH2:39]4)[N:8]=3)[CH2:15]2)[CH2:19]1)=[O:35]. Procedure: A mixture of Intermediate 58 (137 mg, 0.254 mmol) and morpholine (1.3 mL) was stirred 14 h at room temperature. The mixture was concentrated in vacuo. Chromatography (DCM to 8% 2 M NH3 in MeOH/DCM) afforded the desired product as a pale yellow foam (95 mg, 78%). MS (ESI) mass calculated for C24H27FN8O2, 478.53; m/z found, 479.3. 1H NMR (500 MHz, CDCl3): 7.86-7.78 (m, 2H), 7.72 (s, 1H), 7.51-7.44 (m, 1H), 7.18-7.10 (m, 1H), 5.77-5.72 (m, 1H), 3.99-3.47 (m, 13H), 3.28-3.21 (m, 1H), 3.09-2.91 (m, 2...